This data is from the Open Reaction Database (ORD), a public repository of structured organic reaction records. The task is: describe an organic reaction: reactants, conditions, products, and yield Starting materials: CC=1C=C(C=C(OCC2(CC2)CON)C1)OS(=O)(=O)C1=C(C=CC=C1)S(=O)(=O)C (N-{1-[[5-methyl-3-(2-methylsulfonylphenylsulfonyloxy)phenoxy]methyl]cyclopropylmethoxy}amine), Cl.N1N=C(C=C1)C(=N)N (1H-pyrazole-carboxamidine hydrochloride). Solvent: CN(C=O)C (N,N-dimethylformamide). Conditions: time 8 hour. Yields the product Cl.CC=1C=C(C=C(OCC2(CC2)CONC(=N)N)C1)OS(=O)(=O)C1=C(C=CC=C1)S(=O)(=O)C ({1-[[5-Methyl-3-(2-methylsulfonylphenylsulfonyloxy)phenoxy]methyl]cyclopropylmethoxy}guanidine hydrochloride). Isolated yield 86.5%. As a reaction SMILES: [CH3:1][C:2]1[CH:3]=[C:4]([O:16][S:17]([C:20]2[CH:25]=[CH:24][CH:23]=[CH:22][C:21]=2[S:26]([CH3:29])(=[O:28])=[O:27])(=[O:19])=[O:18])[CH:5]=[C:6]([CH:15]=1)[O:7][CH2:8][C:9]1([CH2:12][O:13][NH2:14])[CH2:11][CH2:10]1.[ClH:30].N1C=CC([C:36]([NH2:38])=[NH:37])=N1>CN(C)C=O>[ClH:30].[CH3:1][C:2]1[CH:3]=[C:4]([O:16][S:17]([C:20]2[CH:25]=[CH:24][CH:23]=[CH:22][C:21]=2[S:26]([CH3:29])(=[O:28])=[O:27])(=[O:19])=[O:18])[CH:5]=[C:6]([CH:15]=1)[O:7][CH2:8][C:9]1([CH2:12][O:13][NH:14][C:36]([NH2:38])=[NH:37])[CH2:11][CH2:10]1 |f:1.2,4.5|. Reported procedure: To a solution of N-{1-[[5-methyl-3-(2-methylsulfonylphenylsulfonyloxy)phenoxy]methyl]cyclopropylmethoxy}amine (3.5 g, 8.0 mmol), as prepared in the preceding step, in N,N-dimethylformamide (30 mL) was added 1H-pyrazole-carboxamidine hydrochloride (3.7 g, 25.0 mmol). The reaction mixture was stirred at ambient temperature overnight. N,N-Dimethylformamide was removed under high vacuum. Acetonitrile (50 mL) was added and the solid was removed by filtration. The filtrate was concentrated in vacuo an... The reactants are BrCc1ccccc1, Cc1cc(O)cc(Br)c1, O=C([O-])[O-], CC(C)=O, Cl, [K+], [K+]. Yields the product Cc1cc(Br)cc(OCc2ccccc2)c1. As a reaction SMILES: [Br:10][CH2:11][c:12]1[cH:13][cH:14][cH:15][cH:16][cH:17]1.[Br:1][c:2]1[cH:3][c:4]([OH:9])[cH:5][c:6]([CH3:8])[cH:7]1.[C:18](=[O:19])([O-:20])[O-:21].[CH3:25][C:26](=[O:27])[CH3:28].[ClH:24].[K+:22].[K+:23]>>[Br:1][c:2]1[cH:3][c:4]([O:9][CH2:11][c:12]2[cH:13][cH:14][cH:15][cH:16][cH:17]2)[cH:5][c:6]([CH3:8])[cH:7]1. Reactants: CCOC(=O)N1CCc2oc3c(OC)ccc(C(=O)O)c3c2C1, CO, [K+], [OH-], O. The product is COc1ccc(C(=O)O)c2c3c(oc12)CCNC3. As a reaction SMILES: [CH2:1]([O:2][C:3](=[O:4])[N:6]1[CH2:7][c:8]2[c:9]([o:12][c:13]3[c:14]2[c:15]([C:21](=[O:22])[OH:23])[cH:16][cH:17][c:18]3[O:19][CH3:20])[CH2:10][CH2:11]1)[CH3:5].[CH3:26][OH:27].[K+:25].[OH-:24].[OH2:28]>>[NH:6]1[CH2:7][c:8]2[c:9]([o:12][c:13]3[c:14]2[c:15]([C:21](=[O:22])[OH:23])[cH:16][cH:17][c:18]3[O:19][CH3:20])[CH2:10][CH2:11]1. The reactants are C(C1=CC=CC=C1)N1C(SC(C1=O)=C1OC2=C(N1C)C=CC=C2)=S (3-benzyl-5-(3-methyl-3H-benzoxazol-2-ylidene)-2-thioxothiazolidin-4-one), C1(=CC=C(C=C1)S(=O)(=O)OC)C (methyl p-toluenesulfonate). Solvent: C(Cl)(Cl)Cl (CHCl3). Run at temperature 120 celsius. Yields the product desired intermediate, C1(=CC=C(C=C1)S(=O)(=O)[O-])C.C(C1=CC=CC=C1)N1[CH2+](SC(C1=O)=C1OC2=C(N1C)C=CC=C2)SC (3-benzyl-5-(3-methyl-3H-benzoxazol-2-ylidene)-2-methylthio-4-oxo-2-thiazolium p-toluenesulfonate). Reaction SMILES: [CH2:1]([N:8]1[C:12](=[O:13])[C:11](=[C:14]2[N:18]([CH3:19])[C:17]3[CH:20]=[CH:21][CH:22]=[CH:23][C:16]=3[O:15]2)[S:10][C:9]1=[S:24])[C:2]1[CH:7]=[CH:6][CH:5]=[CH:4][CH:3]=1.[C:25]1([CH3:36])[CH:30]=[CH:29][C:28]([S:31]([O:34]C)(=[O:33])=[O:32])=[CH:27][CH:26]=1>C(Cl)(Cl)Cl>[C:25]1([CH3:36])[CH:26]=[CH:27][C:28]([S:31]([O-:34])(=[O:32])=[O:33])=[CH:29][CH:30]=1.[CH2:1]([N:8]1[C:12](=[O:13])[C:11](=[C:14]2[N:18]([CH3:19])[C:17]3[CH:20]=[CH:21][CH:22]=[CH:23][C:16]=3[O:15]2)[S:10][CH2+:9]1[S:24][CH3:25])[C:2]1[CH:7]=[CH:6][CH:5]=[CH:4][CH:3]=1 |f:3.4|. Procedure details: To a 10 mL flask was added 3-benzyl-5-(3-methyl-3H-benzoxazol-2-ylidene)-2-thioxothiazolidin-4-one (100 mg, 0.28 mmol), anhydrous CHCl3 (2 mL) and methyl p-toluenesulfonate (53 μL, 0.35 mmol). After heating at reflux 10 min, the reaction mixture was heated at 120° C. for 2 h to yield a red oil. The desired intermediate, 3-benzyl-5-(3-methyl-3H-benzoxazol-2-ylidene)-2-methylthio-4-oxo-2-thiazolium p-toluenesulfonate, was not isolated successfully in previous experiments similar to Example 1 and, ... Starting materials: BrC=1C=C2C(=CN(C2=C(C1)C(=O)NCC=1C(NC(=CC1CCC)C)=O)C)C(C)C (5-bromo-1-methyl-3-(1-methylethyl)-N-[(6-methyl-2-oxo-4-propyl-1,2-dihydro-3-pyridinyl)methyl]-1H-indole-7-carboxamide), Cl.CN(C)CC1=CC=C(C=C1)B1OC(C)(C)C(C)(C)O1 (4-(N,N-dimethylaminomethyl)phenylboronic acid pinacol ester hydrochloride). Product: CN(C)CC1=CC=C(C=C1)C=1C=C2C(=CN(C2=C(C1)C(=O)NCC=1C(NC(=CC1CCC)C)=O)C)C(C)C (5-{4-[(Dimethylamino)methyl]phenyl}-1-methyl-3-(1-methylethyl)-N-[(6-methyl-2-oxo-4-propyl-1,2-dihydro-3-pyridinyl)methyl]-1H-indole-7-carboxamide). Yield: 47.7%. Reaction SMILES: Br[C:2]1[CH:3]=[C:4]2[C:8](=[C:9]([C:11]([NH:13][CH2:14][C:15]3[C:16](=[O:25])[NH:17][C:18]([CH3:24])=[CH:19][C:20]=3[CH2:21][CH2:22][CH3:23])=[O:12])[CH:10]=1)[N:7]([CH3:26])[CH:6]=[C:5]2[CH:27]([CH3:29])[CH3:28].Cl.[CH3:31][N:32]([CH2:34][C:35]1[CH:40]=[CH:39][C:38](B2OC(C)(C)C(C)(C)O2)=[CH:37][CH:36]=1)[CH3:33]>>[CH3:31][N:32]([CH2:34][C:35]1[CH:40]=[CH:39][C:38]([C:2]2[CH:3]=[C:4]3[C:8](=[C:9]([C:11]([NH:13][CH2:14][C:15]4[C:16](=[O:25])[NH:17][C:18]([CH3:24])=[CH:19][C:20]=4[CH2:21][CH2:22][CH3:23])=[O:12])[CH:10]=2)[N:7]([CH3:26])[CH:6]=[C:5]3[CH:27]([CH3:28])[CH3:29])=[CH:37][CH:36]=1)[CH3:33] |f:1.2|. Procedure: The title compound was prepared in the same manner as described for Example 2 using 5-bromo-1-methyl-3-(1-methylethyl)-N-[(6-methyl-2-oxo-4-propyl-1,2-dihydro-3-pyridinyl)methyl]-1H-indole-7-carboxamide (300 mg, 0.65 mmol) and 4-(N,N-dimethylaminomethyl)phenylboronic acid pinacol ester hydrochloride (250 mg, 0.84 mmol). Obtained 159 mg of the title compound (47% yield). 1H NMR (400 MHz, DMSO-d6) δ ppm 11.51 (s, 1H), 8.48 (t, J=4.80 Hz, 1H), 7.83 (d, J=1.77 Hz, 1H), 7.67 (s, 1H), 7.65 (s, 1H), 7.... The reactants are ClC1=CC=C(C=C1)C=1C(NN=CC1C1=CC=C(C=C1)Cl)=O (4,5-Bis(4-chlorophenyl)pyridazin-3(2H)-one), O=P(Cl)(Cl)Cl (POCl3), resultant solution, N1=CC=CC=C1 (pyridine), ice. Run in C1(=CC=CC=C1)C (toluene). Conditions: time 4 hour. Yields the product ClC=1N=NC=C(C1C1=CC=C(C=C1)Cl)C1=CC=C(C=C1)Cl (3-chloro-4,5-bis(4-chlorophenyl)pyridazine). Isolated yield 91.3%. As a reaction SMILES: [Cl:1][C:2]1[CH:7]=[CH:6][C:5]([C:8]2[C:9](=O)[NH:10][N:11]=[CH:12][C:13]=2[C:14]2[CH:19]=[CH:18][C:17]([Cl:20])=[CH:16][CH:15]=2)=[CH:4][CH:3]=1.N1C=CC=CC=1.O=P(Cl)(Cl)[Cl:30]>C1(C)C=CC=CC=1>[Cl:30][C:9]1[N:10]=[N:11][CH:12]=[C:13]([C:14]2[CH:19]=[CH:18][C:17]([Cl:20])=[CH:16][CH:15]=2)[C:8]=1[C:5]1[CH:6]=[CH:7][C:2]([Cl:1])=[CH:3][CH:4]=1. Reported procedure: 4,5-Bis(4-chlorophenyl)pyridazin-3(2H)-one (16.5 g, 52.2 mmol) was suspended in toluene (50 mL). To the resultant solution was added pyridine (8.3 mL, 104.4 mmol), followed by the addition of POCl3 (14.3 mL, 156.6 mmol). The reaction mixture was placed in an oil bath preheated at 110° C. After 4 h, the reaction mixture was cooled to RT, then poured over 500 g ice to quench the excess POCl3. The dark mixture was extracted with EtOAc (2×300 mL). The combined organic layers were washed with water (...